Dataset: the Open Reaction Database (ORD), a public repository of structured organic reaction records. Task: describe an organic reaction: reactants, conditions, products, and yield The reactants are NC1=NC(=NC(=N1)O[C@@H](C(F)(F)F)C1=C(C=C(C=C1)Cl)N1N=C(C=C1)C)N1CCC2(CC(NC2)C(=O)OCC)CC1 (ethyl 8-(4-amino-6-((R)-1-(4-chloro-2-(3-methyl-1H-pyrazol-1-yl)phenyl)-2,2,2-trifluoroethoxy)-1,3,5-triazin-2-yl)-2,8-diazaspiro[4.5]decane-3-carboxylate), [Li+].[OH-] (LiOH). Yields the product NC1=NC(=NC(=N1)O[C@@H](C(F)(F)F)C1=C(C=C(C=C1)Cl)N1N=C(C=C1)C)N1CCC2(CC(NC2)C(=O)O)CC1 (8-(4-amino-6-((R)-1-(4-chloro-2-(3-methyl-1H-pyrazol-1-yl)phenyl)-2,2,2-trifluoroethoxy)-1,3,5-triazin-2-yl)-2,8-diazaspiro[4.5]decane-3-carboxylic acid). RXN SMILES: [NH2:1][C:2]1[N:7]=[C:6]([O:8][C@H:9]([C:14]2[CH:19]=[CH:18][C:17]([Cl:20])=[CH:16][C:15]=2[N:21]2[CH:25]=[CH:24][C:23]([CH3:26])=[N:22]2)[C:10]([F:13])([F:12])[F:11])[N:5]=[C:4]([N:27]2[CH2:41][CH2:40][C:30]3([CH2:34][NH:33][CH:32]([C:35]([O:37]CC)=[O:36])[CH2:31]3)[CH2:29][CH2:28]2)[N:3]=1.[Li+].[OH-]>>[NH2:1][C:2]1[N:7]=[C:6]([O:8][C@H:9]([C:14]2[CH:19]=[CH:18][C:17]([Cl:20])=[CH:16][C:15]=2[N:21]2[CH:25]=[CH:24][C:23]([CH3:26])=[N:22]2)[C:10]([F:12])([F:11])[F:13])[N:5]=[C:4]([N:27]2[CH2:28][CH2:29][C:30]3([CH2:34][NH:33][CH:32]([C:35]([OH:37])=[O:36])[CH2:31]3)[CH2:40][CH2:41]2)[N:3]=1 |f:1.2|. Procedure details: Hydrolysis of ethyl 8-(4-amino-6-((R)-1-(4-chloro-2-(3-methyl-1H-pyrazol-1-yl)phenyl)-2,2,2-trifluoroethoxy)-1,3,5-triazin-2-yl)-2,8-diazaspiro[4.5]decane-3-carboxylate using the LiOH general method provided the title compound as a white solid. Reactants: O=C([O-])O, CN1CCCC1=O, CN(C)CC=CC(=O)Cl, CC#N, CCOc1cc2ncc(C#N)c(Nc3ccc(F)c(Cl)c3)c2cc1N, Cl, [Na+], O. The product is CCOc1cc2ncc(C#N)c(Nc3ccc(F)c(Cl)c3)c2cc1NC(=O)C=CCN(C)C. RXN SMILES: [C:43](=[O:44])([OH:45])[O-:46].[CH3:1][N:2]1[CH2:3][CH2:4][CH2:5][C:6]1=[O:7].[CH3:34][N:35]([CH2:36][CH:37]=[CH:38][C:39](=[O:40])[Cl:41])[CH3:42].[CH3:48][C:49]#[N:50].[Cl:8][c:9]1[cH:10][c:11]([NH:16][c:17]2[c:18]([C:31]#[N:32])[cH:19][n:20][c:21]3[cH:22][c:23]([O:28][CH2:29][CH3:30])[c:24]([NH2:27])[cH:25][c:26]23)[cH:12][cH:13][c:14]1[F:15].[ClH:33].[Na+:47].[OH2:51]>>[Cl:8][c:9]1[cH:10][c:11]([NH:16][c:17]2[c:18]([C:31]#[N:32])[cH:19][n:20][c:21]3[cH:22][c:23]([O:28][CH2:29][CH3:30])[c:24]([NH:27][C:39]([CH:38]=[CH:37][CH2:36][N:35]([CH3:34])[CH3:42])=[O:40])[cH:25][c:26]23)[cH:12][cH:13][c:14]1[F:15]. Reactants: [Al+3], O=C1CCCc2nc3cc(F)ccc3c(NCc3ccccc3C(F)(F)F)c21, OC1CCCc2nc3ccccc3c(NCc3ccccc3C(F)(F)F)c21, [H-], [H-], [H-], [H-], [Li+], C1CCOC1. Yields the product OC1CCCc2nc3cc(F)ccc3c(NCc3ccccc3C(F)(F)F)c21. As a reaction SMILES: [Al+3:57].[F:1][c:2]1[cH:3][c:4]2[n:5][c:6]3[c:11]([c:12]([NH:16][CH2:17][c:18]4[c:19]([C:24]([F:25])([F:26])[F:27])[cH:20][cH:21][cH:22][cH:23]4)[c:13]2[cH:14][cH:15]1)[C:10](=[O:28])[CH2:9][CH2:8][CH2:7]3.[F:29][C:30]([F:31])([F:32])[c:33]1[cH:34][cH:35][cH:36][cH:37][c:38]1[CH2:39][NH:40][c:41]1[c:42]2[c:43]([n:44][c:45]3[c:46]1[CH:47]([OH:48])[CH2:49][CH2:50][CH2:51]3)[cH:52][cH:53][cH:54][cH:55]2.[H-:56].[H-:59].[H-:60].[H-:61].[Li+:58].[O:62]1[CH2:63][CH2:64][CH2:65][CH2:66]1>>[F:1][c:2]1[cH:3][c:4]2[n:5][c:6]3[c:11]([c:12]([NH:16][CH2:17][c:18]4[c:19]([C:24]([F:25])([F:26])[F:27])[cH:20][cH:21][cH:22][cH:23]4)[c:13]2[cH:14][cH:15]1)[CH:10]([OH:28])[CH2:9][CH2:8][CH2:7]3. Starting materials: CC1=NC=2N(C(=C1)C)N=CC2 (5,7-dimethyl pyrazolo[1,5-a]pyrimidine), FC(C(=O)OC(C(F)(F)F)=O)(F)F (trifluoroacetic anhydride), B(F)(F)F.CCOCC (boron trifluoride etherate), ice, [OH-].[Na+] (NaOH). Run in C(Cl)Cl (CH2Cl2). Yields the product CC1=NC=2N(C(=C1)C)N=CC2F (5,7-Dimethyl 3-fluoro pyrazolo[1,5-a]pyrimidine). Reaction SMILES: [CH3:1][C:2]1[CH:7]=[C:6]([CH3:8])[N:5]2[N:9]=[CH:10][CH:11]=[C:4]2[N:3]=1.[F:12]C(F)(F)C(OC(=O)C(F)(F)F)=O.B(F)(F)F.CCOCC.[OH-].[Na+]>C(Cl)Cl>[CH3:1][C:2]1[CH:7]=[C:6]([CH3:8])[N:5]2[N:9]=[CH:10][C:11]([F:12])=[C:4]2[N:3]=1 |f:2.3,4.5|. Reported procedure: A mixture of 5,7-dimethyl pyrazolo[1,5-a]pyrimidine [1.47g (10 mmoles)], trifluoroacetic anhydride (2.0 ml), and boron trifluoride etherate (2.0 ml) in CH2Cl2 (30 ml) was heated at reflux for 24 hours. At the end of this time the red solution was cooled and added to an ice cold solution of NaOH (30 ml, 2N). The organic layer was separated and the alkaline layer extracted with CH2Cl2 3(20 ml). The combined CH2Cl2 extracts were washed with water 2(20 ml) and dried over Na2SO4. The CH2Cl2 extract w...